From a dataset of the Open Reaction Database (ORD), a public repository of structured organic reaction records. describe an organic reaction: reactants, conditions, products, and yield Starting materials: Cc1cccc(C(=O)CBr)n1, Clc1nc2ccccc2[nH]1. Product: Cc1cccc(C(=O)Cn2c(Cl)nc3ccccc32)n1. As a reaction SMILES: [Br:1][CH2:2][C:3](=[O:4])[c:5]1[n:6][c:7]([CH3:11])[cH:8][cH:9][cH:10]1.[Cl:12][c:13]1[nH:14][c:15]2[c:16]([n:17]1)[cH:18][cH:19][cH:20][cH:21]2>>[CH2:2]([C:3](=[O:4])[c:5]1[n:6][c:7]([CH3:11])[cH:8][cH:9][cH:10]1)[n:14]1[c:13]([Cl:12])[n:17][c:16]2[c:15]1[cH:21][cH:20][cH:19][cH:18]2. The reactants are OC[C@H](C(CC)C)N ((1S)-1-(Hydroxymethyl)-2-methylbutylamine), ClC1=C(C=C(N)C=C1)C(F)(F)F (4-Chloro-3-(trifluoromethyl)aniline), (1S)-1-(chloromethyl)-2-methylbutanammonium chloride, (1S)-1-(chloromethyl)-2-methylbutanammonium chloride, ClC1=C(C=C(C=C1)N=C=S)C(F)(F)F (4-Chloro-3-(trifluoromethyl)phenyl isothiocyanate), COC([C@@H](N)[C@@H](C)CC)=O ((L)-isoleucine methyl ester), OCCN (2-hydroxyethylamine), ClC1=C(C=C(C=C1)N=C=S)C(F)(F)F (4-chloro-3-(trifluoromethyl)phenyl isothiocyanate). Yields the product ClC1=C(C=C(C=C1)N=C1SC[C@@H](N1)C(C)CC)C(F)(F)F ((4S)-2-(4-chloro-3-(trifluoromethyl)phenylimino)-4-(2-butyl)-1,3-thiazolidine). As a reaction SMILES: O[CH2:2][C@@H:3]([NH2:8])[CH:4]([CH3:7])[CH2:5][CH3:6].COC(=O)[C@H]([C@H](CC)C)N.OCCN.ClC1C=CC(N)=CC=1C(F)(F)F.[Cl:35][C:36]1[CH:41]=[CH:40][C:39]([N:42]=[C:43]=[S:44])=[CH:38][C:37]=1[C:45]([F:48])([F:47])[F:46]>>[Cl:35][C:36]1[CH:41]=[CH:40][C:39]([N:42]=[C:43]2[NH:8][C@@H:3]([CH:4]([CH2:5][CH3:6])[CH3:7])[CH2:2][S:44]2)=[CH:38][C:37]=1[C:45]([F:46])([F:47])[F:48]. Procedure: (1S)-1-(Hydroxymethyl)-2-methylbutylamine was made from (L)-isoleucine methyl ester as described in Method B1b. The 2-hydroxyethylamine was converted to (1S)-1-(chloromethyl)-2-methylbutanammonium chloride as described in Method B7a. 4-Chloro-3-(trifluoromethyl)aniline was converted to 4-chloro-3-(trifluoromethyl)phenyl isothiocyanate according to Method A2a, Step 3 4-Chloro-3-(trifluoromethyl)phenyl isothiocyanate was reacted with (1S)-1-(chloromethyl)-2-methylbutanammonium chloride according t... Reactants: IC=1C=C(C(=O)OC)C=CC1OC (methyl 3-iodo-4-methoxybenzoate), FC(C(=O)[O-])(F)F.[K+] (potassium trifluoroacetate), C(=O)(O)[O-].[Na+] (NaHCO3). Reagents/catalysts: [Cu]I (copper(I) iodide). Run in CN(C)C=O (DMF). Product: FC(C=1C=C(C(=O)OC)C=CC1OC)(F)F (methyl 3-trifluoromethyl-4-methoxybenzoate). Isolated yield 77.1%. Reaction SMILES: I[C:2]1[CH:3]=[C:4]([CH:9]=[CH:10][C:11]=1[O:12][CH3:13])[C:5]([O:7][CH3:8])=[O:6].[F:14][C:15]([F:20])([F:19])C([O-])=O.[K+].C([O-])(O)=O.[Na+]>CN(C=O)C.[Cu]I>[F:14][C:15]([F:20])([F:19])[C:2]1[CH:3]=[C:4]([CH:9]=[CH:10][C:11]=1[O:12][CH3:13])[C:5]([O:7][CH3:8])=[O:6] |f:1.2,3.4|. Procedure details: 9.7 g of methyl 3-iodo-4-methoxybenzoate, 9.4 g of potassium trifluoroacetate and 12.9 g of copper(I) iodide were heated at 160° C. for 5 h in 250 ml of DMF. The mixture was poured onto 500 ml of NaHCO3 solution, the precipitate which was deposited was filtered off and both the precipitate and the aqueous phase were extracted with ethyl acetate. The combined organic phases were concentrated, and the residue was purified by flash chromatography using hexane/ethyl acetate 3:1. 6 g of methyl 3-trif...